The task is: describe an organic reaction: reactants, conditions, products, and yield. This data is from the Open Reaction Database (ORD), a public repository of structured organic reaction records. Reactants: O=Cc1cccc(Cl)c1Cl, O=[N+]([O-])O, O=S(=O)(O)O. The product is O=Cc1c([N+](=O)[O-])ccc(Cl)c1Cl. As a reaction SMILES: [Cl:1][c:2]1[c:3]([CH:4]=[O:5])[cH:6][cH:7][cH:8][c:9]1[Cl:10].[OH:11][N+:12]([O-:13])=[O:14].[S:15](=[O:16])(=[O:17])([OH:18])[OH:19]>>[Cl:1][c:2]1[c:3]([CH:4]=[O:5])[c:6]([N+:12](=[O:11])[O-:13])[cH:7][cH:8][c:9]1[Cl:10]. The reactants are FC1=CC=C(COC2=C(C=C(C(=O)O)C=C2)CC(C)C)C=C1 (4-(4-fluorobenzyloxy)-3-isobutylbenzoic acid), C(C(C)C)(=O)N1CCNCC1 (1-isobutyrylpiperazine). The product is FC1=CC=C(COC2=C(C=C(C(=O)N3CCN(CC3)C(C(C)C)=O)C=C2)CC(C)C)C=C1 (1-[4-(4-fluorobenzyloxy)-3-isobutylbenzoyl]-4-isobutyrylpiperazine). The yield is 90.0%. Reaction SMILES: [F:1][C:2]1[CH:22]=[CH:21][C:5]([CH2:6][O:7][C:8]2[CH:16]=[CH:15][C:11]([C:12]([OH:14])=O)=[CH:10][C:9]=2[CH2:17][CH:18]([CH3:20])[CH3:19])=[CH:4][CH:3]=1.[C:23]([N:28]1[CH2:33][CH2:32][NH:31][CH2:30][CH2:29]1)(=[O:27])[CH:24]([CH3:26])[CH3:25]>>[F:1][C:2]1[CH:3]=[CH:4][C:5]([CH2:6][O:7][C:8]2[CH:16]=[CH:15][C:11]([C:12]([N:31]3[CH2:32][CH2:33][N:28]([C:23](=[O:27])[CH:24]([CH3:25])[CH3:26])[CH2:29][CH2:30]3)=[O:14])=[CH:10][C:9]=2[CH2:17][CH:18]([CH3:20])[CH3:19])=[CH:21][CH:22]=1. Reported procedure: As in the case of Example 16, 4-(4-fluorobenzyloxy)-3-isobutylbenzoic acid (1.51 g) was subjected to a condensation reaction with 1-isobutyrylpiperazine (0.78 g). Thus obtained solid was recrystallized (from ether) to yield 1.98 g of the aimed compound.